From a dataset of the Open Reaction Database (ORD), a public repository of structured organic reaction records. describe an organic reaction: reactants, conditions, products, and yield Starting materials: [Na] (sodium), C1(CCCCCCC1)=O (Cyclooctanone), C(C)(C)(C)OC(N(C)C)N(C)C (t-butoxy bis(dimethylamino)methane), [Na] (sodium), Cl.NC(=N)N (guanidine hydrochloride), Cl.NC(=N)N (Guanidine hydrochloride), [Na] (sodium). Run at time 23 hour. The product is N1=C(N=CC2=C1CCCCCC2)N (5,6,7,8,9,10-hexahydrocycloocta[d]pyrimidin-2-amine). As a reaction SMILES: [C:1]1(=O)[CH2:8][CH2:7][CH2:6][CH2:5][CH2:4][CH2:3][CH2:2]1.C(O[CH:15]([N:19]([CH3:21])C)[N:16](C)C)(C)(C)C.Cl.[NH2:23]C(N)=N.[Na]>>[N:23]1[C:2]2[CH2:3][CH2:4][CH2:5][CH2:6][CH2:7][CH2:8][C:1]=2[CH:21]=[N:19][C:15]=1[NH2:16] |f:2.3,^1:26|. Procedure details: Cyclooctanone (5.0 g, 39.7 mmol) and t-butoxy bis(dimethylamino)methane (6.9 g, 39.7 mmol) were heated at 100° C. for 18 h. The solvent was removed under vacuum. The crude residue was taken up in anhydrous ethanol (80 mL). Guanidine hydrochloride (7.6 g, 0.08 Mol, 2 eq.) and sodium metal (1.84 g, 0.08 Mol) were added. After the sodium dissolved, the mixture was heated to reflux for 41 h. After cooling to ambient temperature, sodium metal (0.47 g) and guanidine hydrochloride (1.5 g) were added an... The reactants are CC(=O)c1ccc(CCCBr)cc1, O=c1cc(OCc2ccccc2)c2ccc(O)cc2o1, CCO. Product: CC(=O)c1ccc(CCCOc2ccc3c(OCc4ccccc4)cc(=O)oc3c2)cc1. As a reaction SMILES: [C:21]([CH3:22])(=[O:23])[c:24]1[cH:25][cH:26][c:27]([CH2:30][CH2:31][CH2:32][Br:33])[cH:28][cH:29]1.[CH2:1]([c:2]1[cH:3][cH:4][cH:5][cH:6][cH:7]1)[O:8][c:9]1[cH:10][c:11](=[O:20])[o:12][c:13]2[cH:14][c:15]([OH:19])[cH:16][cH:17][c:18]12.[CH3:34][CH2:35][OH:36]>>[CH2:1]([c:2]1[cH:3][cH:4][cH:5][cH:6][cH:7]1)[O:8][c:9]1[cH:10][c:11](=[O:20])[o:12][c:13]2[cH:14][c:15]([O:19][CH2:32][CH2:31][CH2:30][c:27]3[cH:26][cH:25][c:24]([C:21]([CH3:22])=[O:23])[cH:29][cH:28]3)[cH:16][cH:17][c:18]12. Starting materials: CNS(=O)(=O)CCCCC#N, N. The product is CNS(=O)(=O)CCCCCN. As a reaction SMILES: [C:1](#[N:2])[CH2:3][CH2:4][CH2:5][CH2:6][S:7](=[O:8])(=[O:9])[NH:10][CH3:11].[NH3:12]>>[CH2:1]([NH2:2])[CH2:3][CH2:4][CH2:5][CH2:6][S:7](=[O:8])(=[O:9])[NH:10][CH3:11]. Starting materials: ice water, CC1=C(C(=O)NC2=CC=C(C=C2)C(=O)N2CC=3N(CC4=C2C=CC=C4)C=CC3)C=CC=C1 (2-methyl-N-[4-(5H-pyrrolo[2,1-c][1,4]-benzodiazepin-10(11H)-ylcarbonyl)-phenyl]benzamide), ClN1C(CCC1=O)=O (N-chlorosuccinimide). Solvent: O1CCCC1 (tetrahydrofuran). Run at time 10 minute. Yields the product ClC1=CC=C2CN(C3=C(CN21)C=CC=C3)C(=O)C3=CC=C(C=C3)NC(C3=C(C=CC=C3)C)=O (N-[4-(3-Chloro-5H-pyrrolo[2,1-c][1,4]benzodiazepine-10(11H)ylcarbonyl)phenyl]-2-methylbenzamide). Isolated yield 68.8%. RXN SMILES: [CH3:1][C:2]1[CH:32]=[CH:31][CH:30]=[CH:29][C:3]=1[C:4]([NH:6][C:7]1[CH:12]=[CH:11][C:10]([C:13]([N:15]2[C:21]3[CH:22]=[CH:23][CH:24]=[CH:25][C:20]=3[CH2:19][N:18]3[CH:26]=[CH:27][CH:28]=[C:17]3[CH2:16]2)=[O:14])=[CH:9][CH:8]=1)=[O:5].[Cl:33]N1C(=O)CCC1=O>O1CCCC1>[Cl:33][C:26]1[N:18]2[C:17]([CH2:16][N:15]([C:13]([C:10]3[CH:9]=[CH:8][C:7]([NH:6][C:4](=[O:5])[C:3]4[CH:29]=[CH:30][CH:31]=[CH:32][C:2]=4[CH3:1])=[CH:12][CH:11]=3)=[O:14])[C:21]3[CH:22]=[CH:23][CH:24]=[CH:25][C:20]=3[CH2:19]2)=[CH:28][CH:27]=1. Reported procedure: To an ice-water cooled suspension of 211 mg of 2-methyl-N-[4-(5H-pyrrolo[2,1-c][1,4]-benzodiazepin-10(11H)-ylcarbonyl)-phenyl]benzamide in 5 ml of tetrahydrofuran is added 67 mg of N-chlorosuccinimide followed by continued stirring in the cold for 10 minutes. The bath is removed and stirring continued for 2.25 hours. The reaction mixture is added to ice-water and extracted with ether. The organic layer is dried and concentrated in vacuo to give a foam which is crystallized from ethyl acetate-hex... The reactants are ice, COC=1C(=C(C=O)C=CC1)C (3-methoxy-2-methylbenzaldehyde), NaOAc.3H2O, NO.Cl (NH2OH.HCl). Solvent: C(C)O (ethanol), O (water). The product is COC=1C(=C(C=NO)C=CC1)C (3-Methoxy-2-methylbenzaldehyde oxime). Reaction SMILES: [CH3:1][O:2][C:3]1[C:4]([CH3:11])=[C:5]([CH:8]=[CH:9][CH:10]=1)[CH:6]=O.[NH2:12][OH:13].Cl>C(O)C.O>[CH3:1][O:2][C:3]1[C:4]([CH3:11])=[C:5]([CH:8]=[CH:9][CH:10]=1)[CH:6]=[N:12][OH:13] |f:1.2|. Procedure details: To an ice-cooled and stirred suspension of 3-methoxy-2-methylbenzaldehyde (0.269 g, 1.8 mmol) in ethanol (15 ml) a solution of NaOAc.3H2O (1.3 eq) and NH2OH.HCl (1.3 eq) in water (5 ml) was added dropwise within 5 minutes. The resulting suspension was stirred at room temperature until the starting material was consumed (monitored by TLC). After evaporation of the ethanol in vacuo, water was added to the residue. Then the precipitated crystals were filtered off. The crude product was purified by ... Starting materials: C(C1=CC=CC=C1)C=1C=C(N)C=CC1 (3-benzylaniline), C(=S)(N1C=NC=C1)N1C=NC=C1 (1,1′-thiocarbonyldiimidazole), N (ammonia). The solvent is ClCCl (dichloromethane), CO (methanol), C(C)OC(C)=O (ethylacetate). Conditions: time 8 hour. Yields the product C(C1=CC=CC=C1)C=1C=C(C=CC1)NC(=S)N ((3-Benzyl-phenyl)-thiourea). RXN SMILES: [CH2:1]([C:8]1[CH:9]=[C:10]([CH:12]=[CH:13][CH:14]=1)[NH2:11])[C:2]1[CH:7]=[CH:6][CH:5]=[CH:4][CH:3]=1.[C:15](N1C=CN=C1)([N:17]1C=CN=C1)=[S:16].N>ClCCl.CO.C(OC(=O)C)C>[CH2:1]([C:8]1[CH:9]=[C:10]([NH:11][C:15]([NH2:17])=[S:16])[CH:12]=[CH:13][CH:14]=1)[C:2]1[CH:3]=[CH:4][CH:5]=[CH:6][CH:7]=1. Procedure details: A solution of 3-benzylaniline (183 mg, 1 mmol) and 1,1′-thiocarbonyldiimidazole (197 mg, 1.1 mmol) in dichloromethane (5 ml) is stirred at room temperature for 1.5 hours. 2 M ammonia in methanol (2.5 ml) is added to the solution and the mixture is stirred at room temperature overnight. The solution is diluted with ethylacetate, and the organic layer is washed with 5% HCl, saturated NaHCO3, and brine, and dried (anhydrous Na2SO4). The crude product is recrystallized from ethylacetate and petroleu...